Dataset: the Open Reaction Database (ORD), a public repository of structured organic reaction records. Task: describe an organic reaction: reactants, conditions, products, and yield Starting materials: CC(=O)[O-], CC(=O)[O-], CS(=O)(=O)c1ccc(Nc2n[nH]cc2C#N)cc1, OB(O)c1ccc(Cl)cc1, ClCCl, Cl, [Cu+2], c1ccncc1. The product is CS(=O)(=O)c1ccc(Nc2nn(-c3ccc(Cl)cc3)cc2C#N)cc1. Reaction SMILES: [C:39]([O-:40])(=[O:41])[CH3:42].[C:44]([O-:45])(=[O:46])[CH3:47].[CH3:1][S:2](=[O:3])(=[O:4])[c:5]1[cH:6][cH:7][c:8]([NH:11][c:12]2[n:13][nH:14][cH:15][c:16]2[C:17]#[N:18])[cH:9][cH:10]1.[Cl:19][c:20]1[cH:21][cH:22][c:23]([B:26]([OH:27])[OH:28])[cH:24][cH:25]1.[Cl:36][CH2:37][Cl:38].[ClH:35].[Cu+2:43].[cH:29]1[cH:30][cH:31][n:32][cH:33][cH:34]1>>[CH3:1][S:2](=[O:3])(=[O:4])[c:5]1[cH:6][cH:7][c:8]([NH:11][c:12]2[n:13][n:14](-[c:23]3[cH:22][cH:21][c:20]([Cl:19])[cH:25][cH:24]3)[cH:15][c:16]2[C:17]#[N:18])[cH:9][cH:10]1.